Dataset: the Open Reaction Database (ORD), a public repository of structured organic reaction records. Task: describe an organic reaction: reactants, conditions, products, and yield Starting materials: C(C1=CC=CC=C1)N(C1=NC(=NC(=N1)N)Cl)C (N-Benzyl-6-chloro-N-methyl-[1,3,5]triazine-2,4-diamine), C(C1=CC=CC=C1)N(C1=NC(=NC(=N1)N)Cl)C (N-Benzyl-6-chloro-N-methyl-[1,3,5]triazine-2,4-diamine), C(C)#N (acetonitrile). The reagents and catalysts are [C-]#N.C(CCC)[N+](CCCC)(CCCC)CCCC (tetra n-butylammonium cyanide). Run in CCOC(=O)C (EtOAc). Run at time 1 hour. Yields the product NC1=NC(=NC(=N1)N(C)CC1=CC=CC=C1)C#N (4-Amino-6-(benzyl-methyl-amino)-[1,3,5]triazine-2-carbonitrile). Reaction SMILES: [CH2:1]([N:8]([CH3:17])[C:9]1[N:14]=[C:13]([NH2:15])[N:12]=[C:11](Cl)[N:10]=1)[C:2]1[CH:7]=[CH:6][CH:5]=[CH:4][CH:3]=1.[C:18](#[N:20])C>[C-]#N.C([N+](CCCC)(CCCC)CCCC)CCC.CCOC(C)=O>[NH2:15][C:13]1[N:14]=[C:9]([N:8]([CH2:1][C:2]2[CH:7]=[CH:6][CH:5]=[CH:4][CH:3]=2)[CH3:17])[N:10]=[C:11]([C:18]#[N:20])[N:12]=1 |f:2.3|. Reported procedure: To N-Benzyl-6-chloro-N-methyl-[1,3,5]triazine-2,4-diamine (Intermediate 34, 350 mg, 1.40 mmol) was added tetra n-butylammonium cyanide (1.15 g, 4.28 mmol) and anhydrous acetonitrile (15 mL). The reaction mixture was stirred at 50 C for 1 h, diluted with EtOAc (20 mL), extracted with water (2×10 mL), dried over anhydrous sodium sulfate and concentrated under reduced pressure to furnish the desired product, which was used directly without further purification (327 mg, 97%). Method C HPLC-MS: MH+ r... Starting materials: COc1ccc(CSC2CC(C(=O)NN(C)S(=O)(=O)c3ccc(C)cc3)N(C(=O)OC(C)(C)C)C2)cc1, ClCCl, O=C(O)C(F)(F)F. Product: O=C(O)C(F)(F)F, COc1ccc(CSC2CNC(C(=O)NN(C)S(=O)(=O)c3ccc(C)cc3)C2)cc1. Reaction SMILES: [C:1]([O:2][C:3](=[O:4])[N:8]1[CH:9]([C:23](=[O:24])[NH:25][N:26]([S:27](=[O:28])(=[O:29])[c:30]2[cH:31][cH:32][c:33]([CH3:36])[cH:34][cH:35]2)[CH3:37])[CH2:10][CH:11]([S:13][CH2:14][c:15]2[cH:16][cH:17][c:18]([O:21][CH3:22])[cH:19][cH:20]2)[CH2:12]1)([CH3:5])([CH3:6])[CH3:7].[Cl:45][CH2:46][Cl:47].[F:38][C:39]([C:40](=[O:41])[OH:42])([F:43])[F:44]>>[F:38][C:39]([C:40](=[O:41])[OH:42])([F:43])[F:44].[NH:8]1[CH:9]([C:23](=[O:24])[NH:25][N:26]([S:27](=[O:28])(=[O:29])[c:30]2[cH:31][cH:32][c:33]([CH3:36])[cH:34][cH:35]2)[CH3:37])[CH2:10][CH:11]([S:13][CH2:14][c:15]2[cH:16][cH:17][c:18]([O:21][CH3:22])[cH:19][cH:20]2)[CH2:12]1.